This data is from the Open Reaction Database (ORD), a public repository of structured organic reaction records. The task is: describe an organic reaction: reactants, conditions, products, and yield Reactants: CCO, CC(=O)[O-], O=Cc1ccccc1, CC(C)NN, Cl, [Na+]. The product is CC(C)NN=Cc1ccccc1. RXN SMILES: [CH3:20][CH2:21][OH:22].[CH3:2][C:3](=[O:4])[O-:5].[CH:12](=[O:13])[c:14]1[cH:15][cH:16][cH:17][cH:18][cH:19]1.[CH:6]([CH3:7])([CH3:8])[NH:9][NH2:10].[ClH:11].[Na+:1]>>[CH:6]([CH3:7])([CH3:8])[NH:9][N:10]=[CH:12][c:14]1[cH:15][cH:16][cH:17][cH:18][cH:19]1. The reactants are ClC1=CC2=C(OC(OC2)(C)C)C(=C1)C(O)(C=1N=CN(C1)C(C1=CC=CC=C1)(C1=CC=CC=C1)C1=CC=CC=C1)C (alpha-(6-chloro-2,2-dimethyl-4H-1,3-benzodioxin-8-yl)-alpha-methyl-1-triphenylmethyl-1H-imidazole-4-methanol). The solvent is C(C)OCC (diethyl ether). Yields the product Cl.CC1(OCC2=C(O1)C(=CC=C2)C(O)(C=2N=CNC2)C)C (alpha-(2,2-Dimethyl-4H-1,3-benzodioxin-8-yl)-alpha-methyl-1H-imidazole-4-methanol hydrochloride). Reaction SMILES: [Cl:1][C:2]1[CH:13]=[C:12]([C:14]([CH3:40])([C:16]2[N:17]=[CH:18][N:19](C(C3C=CC=CC=3)(C3C=CC=CC=3)C3C=CC=CC=3)[CH:20]=2)[OH:15])[C:5]2[O:6][C:7]([CH3:11])([CH3:10])[O:8][CH2:9][C:4]=2[CH:3]=1>C(OCC)C>[ClH:1].[CH3:10][C:7]1([CH3:11])[O:6][C:5]2[C:12]([C:14]([CH3:40])([C:16]3[N:17]=[CH:18][NH:19][CH:20]=3)[OH:15])=[CH:13][CH:2]=[CH:3][C:4]=2[CH2:9][O:8]1 |f:2.3|. Procedure details: The process is exactly the same as in 2. above but a temperature of 20° C. is used, starting from alpha-(6-chloro-2,2-dimethyl-4H-1,3-benzodioxin-8-yl)-alpha-methyl-1-triphenylmethyl-1H-imidazole-4-methanol (prepared in Example 2.B.2.). The yield is practically quantitative; M.P.: 85°-100° C. (decomposition). An analytical sample is prepared by stirring in diethyl ether; M.P.: 72°-90° C. (decomposition).